From a dataset of the Open Reaction Database (ORD), a public repository of structured organic reaction records. describe an organic reaction: reactants, conditions, products, and yield Reactants: C(=C)(C)C1=CC(=CC(=N1)C1=NC=C(C=C1)C)C(=O)OC (methyl 6-isopropenyl-5′-methyl-2,2′-bipyridine-4-carboxylate). The reagents and catalysts are [Pd] (palladium). The solvent is C(C)O (ethanol). Run at time 35 minute. The product is C(C)(C)C1=CC(=CC(=N1)C1=NC=C(C=C1)C)C(=O)OC (Methyl 6-isopropyl-5′-methyl-2,2′-bipyridine-4-carboxylate). RXN SMILES: [C:1]([C:4]1[N:9]=[C:8]([C:10]2[CH:15]=[CH:14][C:13]([CH3:16])=[CH:12][N:11]=2)[CH:7]=[C:6]([C:17]([O:19][CH3:20])=[O:18])[CH:5]=1)([CH3:3])=[CH2:2]>C(O)C.[Pd]>[CH:1]([C:4]1[N:9]=[C:8]([C:10]2[CH:15]=[CH:14][C:13]([CH3:16])=[CH:12][N:11]=2)[CH:7]=[C:6]([C:17]([O:19][CH3:20])=[O:18])[CH:5]=1)([CH3:3])[CH3:2]. Procedure details: To a solution of methyl 6-isopropenyl-5′-methyl-2,2′-bipyridine-4-carboxylate (0.25 g, 0.93 mmol) in ethanol (9.3 mL) was palladium (10% on carbon; 49.6 mg, 0.047 mmol). The mixture was purged with hydrogen (3×) and stirred under hydrogen (1 atm). After 35 min, the mixture was filtered with Celite and the filtrate was concentrated. MS 271.2 (M+1). Product: C(C)N(C(=O)N[C@@H]1CN([C@@H]2CC3CNC4=CC=C(C([C@H]2C1)=C34)I)C)CC (1,1-diethyl-3-(2,3-dihydro-12-iodo-6-methyl-8α-ergolinyl)urea). As a reaction SMILES: [I:1]I.Br[C:4]1[CH:5]=[C:6]2[C:19]3[CH:9]([CH2:10][C@@H:11]4[C@@H:16]([C:17]=3[CH:18]=1)[CH2:15][C@H:14]([NH:20][C:21](=[O:27])[N:22]([CH2:25][CH3:26])[CH2:23][CH3:24])[CH2:13][N:12]4[CH3:28])[CH2:8][N:7]2[Si](C(C)(C)C)(C)C>>[CH2:23]([N:22]([CH2:25][CH3:26])[C:21]([NH:20][C@H:14]1[CH2:15][C@H:16]2[C@@H:11]([CH2:10][CH:9]3[C:19]4[C:6](=[CH:5][CH:4]=[C:18]([I:1])[C:17]2=4)[NH:7][CH2:8]3)[N:12]([CH3:28])[CH2:13]1)=[O:27])[CH3:24]. Reactants: II (iodine), BrC=1C=C2N(CC3C[C@H]4N(C[C@H](C[C@@H]4C(C1)=C32)NC(N(CC)CC)=O)C)[Si](C)(C)C(C)(C)C (3-(13-bromo-1-tert-butyldimethylsilyl2,3-dihydro-6-methyl-8α-ergolinyl)-1,1-diethylurea). Reported procedure: With iodine and 3-(13-bromo-1-tert-butyldimethylsilyl2,3-dihydro-6-methyl-8α-ergolinyl)-1,1-diethylurea: Procedure: In a one-liter flask, 30 g (0.09 moles) of 2benzyloxytrimethinium perchlorate (prepared essentially according to the procedure of A. Holy and Z. Arnold, Collection Czechoslov. Chem. Commun. 38, 1372 (1973)), 15.6 g (0.09 moles) of p-hydroxybenzamidine hydrochloride, 82.5 ml (0.36 moles) of 25% sodium methoxide in methanol, and 500 ml of ethanol were combined. The resulting mixture was heated to reflux overnight, and then cooled to room temperature. Then, 75 ml of glacial acetic acid and 300 ml o... Yields the product OC=1C=NC(=NC1)C1=CC=C(C=C1)O (5-hydroxy-2-(4-hydroxyphenyl)pyrimidine). Run at time 18 hour. RXN SMILES: Cl([O-])(=O)(=O)=O.Cl.[OH:7][C:8]1[CH:16]=[CH:15][C:11]([C:12]([NH2:14])=[NH:13])=[CH:10][CH:9]=1.[CH3:17][O-].[Na+].[CH2:20]([OH:22])[CH3:21]>CO.O.C(O)(=O)C>[OH:22][C:20]1[CH:17]=[N:13][C:12]([C:11]2[CH:15]=[CH:16][C:8]([OH:7])=[CH:9][CH:10]=2)=[N:14][CH:21]=1 |f:1.2,3.4|. Run in O (water), C(C)(=O)O (acetic acid), CO (methanol). Starting materials: Cl(=O)(=O)(=O)[O-] (perchlorate), C(C)O (ethanol), Cl.OC1=CC=C(C(=N)N)C=C1 (p-hydroxybenzamidine hydrochloride), C[O-].[Na+] (sodium methoxide). Starting materials: C(=NS(=O)(=O)Cl)=O (N-Chlorosulfonyl isocyanate), CC(C)C1=C(C(=CC(=C1)[N+](=O)[O-])C(C)C)O (2,6-bis(1-methylethyl)-4-nitrophenol). Run in C1(=CC=CC=C1)C (toluene). Yields the product S(N)(OC1=C(C=C(C=C1C(C)C)[N+](=O)[O-])C(C)C)(=O)=O (2,6-BIS(1-METHYLETHYL)-4-NITROPHENYL SULFAMATE). Yield: 59.6%. As a reaction SMILES: C(=O)=[N:2][S:3](Cl)(=[O:5])=[O:4].[CH3:8][CH:9]([C:11]1[CH:16]=[C:15]([N+:17]([O-:19])=[O:18])[CH:14]=[C:13]([CH:20]([CH3:22])[CH3:21])[C:12]=1[OH:23])[CH3:10]>C1(C)C=CC=CC=1>[S:3](=[O:4])(=[O:5])([O:23][C:12]1[C:13]([CH:20]([CH3:21])[CH3:22])=[CH:14][C:15]([N+:17]([O-:19])=[O:18])=[CH:16][C:11]=1[CH:9]([CH3:10])[CH3:8])[NH2:2]. Reported procedure: N-Chlorosulfonyl isocyanate (7.2 mL, 82.6 mmol) was added slowly to a warm solution of 2,6-bis(1-methylethyl)-4-nitrophenol (17.57 g, 78.7 mmol) in 400 mL toluene. The resulting solution was heated to reflux for 6 hours and then cooled to room temperature and concentrated to give a brown oil. Quenched with 200 g ice and extracted with 4×500 mL dichloromethane. The organic solution was dried over MgSO4, filtered, and concentrated to give a tan solid. Recrystallization from dichloromethane gave 14...